Dataset: the Open Reaction Database (ORD), a public repository of structured organic reaction records. Task: describe an organic reaction: reactants, conditions, products, and yield Reactants: [OH-].[Na+] (NaOH), C(C)(=O)C1=C(C(=C(OCCCS(=O)(=O)C2=NC=C(C=C2)CC(=O)OC)C=C1)CCC)O (2-(3-(4-Acetyl-3-hydroxy-2-propylphenoxy)propylsulfonyl)-5-(2-methoxy-2-oxoethyl)pyridine), O (H2O). The solvent is C1CCOC1 (THF). Reaction conditions: time 2 hour. Yields the product C(C)(=O)C1=C(C(=C(OCCCS(=O)(=O)C2=NC=C(C=C2)CC(=O)O)C=C1)CCC)O (2-(3-(4-Acetyl-3-hydroxy-2-propylphenoxy)propylsulfonyl)-5-carboxymethylpyridine). As a reaction SMILES: [C:1]([C:4]1[CH:27]=[CH:26][C:7]([O:8][CH2:9][CH2:10][CH2:11][S:12]([C:15]2[CH:20]=[CH:19][C:18]([CH2:21][C:22]([O:24]C)=[O:23])=[CH:17][N:16]=2)(=[O:14])=[O:13])=[C:6]([CH2:28][CH2:29][CH3:30])[C:5]=1[OH:31])(=[O:3])[CH3:2].[OH-].[Na+].O>C1COCC1>[C:1]([C:4]1[CH:27]=[CH:26][C:7]([O:8][CH2:9][CH2:10][CH2:11][S:12]([C:15]2[CH:20]=[CH:19][C:18]([CH2:21][C:22]([OH:24])=[O:23])=[CH:17][N:16]=2)(=[O:14])=[O:13])=[C:6]([CH2:28][CH2:29][CH3:30])[C:5]=1[OH:31])(=[O:3])[CH3:2] |f:1.2|. Procedure: The compound of Example 8, (700 mg, 1.56 mmoles) was taken up in a mixture of THF (14 ml), 2 eq. 1N NaOH (3.3 ml) and H2O (10 ml). The reaction mixture was stirred at room temperature under N2 for 2 hours. The THF was removed in vacuo. The aqueous phase was extracted with ether, then acidified with HCl and extracted into CHCl3. The combined organic extracts were dried and concentrated. The residue was triturated with ether to afford the title compound, m.p. 154°-156°. Analysis, calculated: C, 57... Yields the product CNC(=O)[C@H]1N(CCC1)C(CN1CCN(CC1)C(CC=1N=C(SC1)NC(C1=CC=C(C=C1)Cl)=O)=O)=O ((S)-1-[2-(4-{2-[2-(4-chloro-benzoylamino)-thiazol-4-yl]-acetyl}-piperazin-1-yl)-acetyl]-pyrrolidine-2-carboxylic acid methylamide). The reactants are ClC1=CC=C(C(=O)NC=2SC=C(N2)CC(=O)N2CCN(CC2)CC(=O)O)C=C1 ((4-{2-[2-(4-chloro-benzoylamino)-thiazol-4-yl]-acetyl}-piperazin-1-yl)-acetic acid), N1[C@H](C(=O)NC)CCC1 (H-Pro-NHMe). Procedure details: In analogy to example 22.3, (4-{2-[2-(4-chloro-benzoylamino)-thiazol-4-yl]-acetyl}-piperazin-1-yl)-acetic acid (example 22.2) was coupled with H-Pro-NHMe, using general method C, to give (S)-1-[2-(4-{2-[2-(4-chloro-benzoylamino)-thiazol-4-yl]-acetyl}-piperazin-1-yl)-acetyl]-pyrrolidine-2-carboxylic acid methylamide. White solid. MS 533.3 ([M+H]+) Reaction SMILES: [Cl:1][C:2]1[CH:28]=[CH:27][C:5]([C:6]([NH:8][C:9]2[S:10][CH:11]=[C:12]([CH2:14][C:15]([N:17]3[CH2:22][CH2:21][N:20]([CH2:23][C:24]([OH:26])=O)[CH2:19][CH2:18]3)=[O:16])[N:13]=2)=[O:7])=[CH:4][CH:3]=1.[NH:29]1[CH2:37][CH2:36][CH2:35][C@H:30]1[C:31]([NH:33][CH3:34])=[O:32]>>[CH3:34][NH:33][C:31]([C@@H:30]1[CH2:35][CH2:36][CH2:37][N:29]1[C:24](=[O:26])[CH2:23][N:20]1[CH2:21][CH2:22][N:17]([C:15](=[O:16])[CH2:14][C:12]2[N:13]=[C:9]([NH:8][C:6](=[O:7])[C:5]3[CH:27]=[CH:28][C:2]([Cl:1])=[CH:3][CH:4]=3)[S:10][CH:11]=2)[CH2:18][CH2:19]1)=[O:32].